Dataset: the Open Reaction Database (ORD), a public repository of structured organic reaction records. Task: describe an organic reaction: reactants, conditions, products, and yield Starting materials: Grignard reactant, ClC=1C=C(C=CC1)C(CC)=O (m-chloro-propiophenone), [Mg] (magnesium), CN(CCOC1=CC=C(C=C1)Br)C (4-[2-(dimethylamino)-ethoxy]-bromobenzene). Solvent: O1CCCC1 (tetrahydrofurane), O1CCCC1 (tetrahydrofurane). Conditions: time 2 hour. The product is C(C)C(C1=CC=C(C=C1)OCCN(C)C)(C1=CC(=CC=C1)Cl)O (α-Ethyl-α-(3-chlorophenyl)-4-[2-(dimethylamino)-ethoxy]-benzylalcohol). As a reaction SMILES: [Mg].[CH3:2][N:3]([CH3:14])[CH2:4][CH2:5][O:6][C:7]1[CH:12]=[CH:11][C:10](Br)=[CH:9][CH:8]=1.[Cl:15][C:16]1[CH:17]=[C:18]([C:22](=[O:25])[CH2:23][CH3:24])[CH:19]=[CH:20][CH:21]=1>O1CCCC1>[CH2:23]([C:22]([OH:25])([C:18]1[CH:19]=[CH:20][CH:21]=[C:16]([Cl:15])[CH:17]=1)[C:10]1[CH:11]=[CH:12][C:7]([O:6][CH2:5][CH2:4][N:3]([CH3:14])[CH3:2])=[CH:8][CH:9]=1)[CH3:24]. Procedure: To a Grignard reactant prepared from 2.2 g. of magnesium turnings and 23.4 g. of 4-[2-(dimethylamino)-ethoxy]-bromobenzene in 100 ml. of dry tetrahydrofurane a solution of 10 g. of m-chloro-propiophenone in 30 ml. of tetrahydrofurane is added dropwise, at 20° C. The reaction mixture is stirred at room temperature for another two hours, cooled, and filtered onto a 20% aqueous ammonium chloride solution. Tetrahydrofurane is distilled off in vacuo. The residue is extracted with ether, the ethereal ...